From a dataset of the Open Reaction Database (ORD), a public repository of structured organic reaction records. describe an organic reaction: reactants, conditions, products, and yield Reactants: NC=1C(=CC(=C(C1)C=1C(N(C2=CC(=NC=C2C1)Cl)CC)=O)Cl)F (3-(5-amino-2-chloro-4-fluorophenyl)-7-chloro-1-ethyl-1,6-naphthyridin-2(1H)-one), COC1=CC=C(C=C1)CNC (1-(4-methoxyphenyl)-N-methylmethanamine). Reaction conditions: temperature 200 celsius. The product is COC1=CC=C(CN(C2=NC=C3C=C(C(N(C3=C2)CC)=O)C2=C(C=C(C(=C2)N)F)Cl)C)C=C1 (7-((4-methoxybenzyl)(methyl)amino)-3-(5-amino-2-chloro-4-fluorophenyl)-1-ethyl-1,6-naphthyridin-2(1H)-one). Isolated yield 73.0%. RXN SMILES: [NH2:1][C:2]1[C:3]([F:23])=[CH:4][C:5]([Cl:22])=[C:6]([C:8]2[C:9](=[O:21])[N:10]([CH2:19][CH3:20])[C:11]3[C:16]([CH:17]=2)=[CH:15][N:14]=[C:13](Cl)[CH:12]=3)[CH:7]=1.[CH3:24][O:25][C:26]1[CH:31]=[CH:30][C:29]([CH2:32][NH:33][CH3:34])=[CH:28][CH:27]=1>>[CH3:24][O:25][C:26]1[CH:31]=[CH:30][C:29]([CH2:32][N:33]([CH3:34])[C:13]2[CH:12]=[C:11]3[C:16]([CH:17]=[C:8]([C:6]4[CH:7]=[C:2]([NH2:1])[C:3]([F:23])=[CH:4][C:5]=4[Cl:22])[C:9](=[O:21])[N:10]3[CH2:19][CH3:20])=[CH:15][N:14]=2)=[CH:28][CH:27]=1. Procedure details: A mixture of Example A3 (3 g, 8.5 mmol) and 1-(4-methoxyphenyl)-N-methylmethanamine (20 mL) was charged in a sealed vessel, and then the mixture was heated at 200° C. overnight. Volatiles were removed and the residue was purified by column chromatography to give 7-((4-methoxybenzyl)(methyl)amino)-3-(5-amino-2-chloro-4-fluorophenyl)-1-ethyl-1,6-naphthyridin-2(1H)-one (3 g, 73% yield). 1H NMR (400 MHz, DMSO-d6): δ 8.47 (s, 1H), 7.70 (s, 1H), 7.18-7.17 (m, 3H), 6.86 (d, J=8.4 Hz, 2H), 6.73 (d, J=9.... Reactants: Cc1ccccc1, NC(c1ccc(Cl)cc1)c1ccc(C=O)cc1, Cl, O, OCCO, Cc1ccc(S(=O)(=O)O)cc1. The product is NC(c1ccc(Cl)cc1)c1ccc(C2OCCO2)cc1. Reaction SMILES: [CH3:35][c:36]1[cH:37][cH:38][cH:39][cH:40][cH:41]1.[Cl:6][c:7]1[cH:8][cH:9][c:10]([CH:13]([c:14]2[cH:15][cH:16][c:17]([CH:20]=[O:21])[cH:18][cH:19]2)[NH2:22])[cH:11][cH:12]1.[ClH:5].[OH2:23].[OH:1][CH2:2][CH2:3][OH:4].[c:24]1([CH3:25])[cH:26][cH:27][c:28]([S:29]([OH:30])(=[O:31])=[O:32])[cH:33][cH:34]1>>[O:1]1[CH2:2][CH2:3][O:4][CH:20]1[c:17]1[cH:16][cH:15][c:14]([CH:13]([c:10]2[cH:9][cH:8][c:7]([Cl:6])[cH:12][cH:11]2)[NH2:22])[cH:19][cH:18]1. Starting materials: CC1(C)CCSc2cc(C#C[Si](C)(C)C)ccc21, CC(C)O, [K+], [OH-]. Yields the product C#Cc1ccc2c(c1)SCCC2(C)C. Reaction SMILES: [CH3:1][C:2]1([CH3:18])[CH2:3][CH2:4][S:5][c:6]2[cH:7][c:8]([C:12]#[C:13][Si:14]([CH3:15])([CH3:16])[CH3:17])[cH:9][cH:10][c:11]21.[CH:21]([OH:22])([CH3:23])[CH3:24].[K+:20].[OH-:19]>>[CH3:1][C:2]1([CH3:18])[CH2:3][CH2:4][S:5][c:6]2[cH:7][c:8]([C:12]#[CH:13])[cH:9][cH:10][c:11]21. The reactants are C1(=CC=CC=C1)C (Toluene), Cl.C(C)NCCC=1N=CNC1 (ethyl[2-(1H-imidazol-4-yl)ethyl]amine hydrochloride), C(C)(C)N(CC)C(C)C (diisopropylethylamine), COC1=CC=C(C=C1)C[C@@H](C(=O)OC)NC(=O)OC1=CC=C(C=C1)[N+](=O)[O-] (methyl(S)-3-(4-methoxyphenyl)-2-(4-nitrophenoxycarbonyl-amino)propionate). Solvent: CN(C)C=O (DMF). RXN SMILES: [CH3:1][O:2][C:3]1[CH:8]=[CH:7][C:6]([CH2:9][C@H:10]([NH:15][C:16]([O:18]C2C=CC([N+]([O-])=O)=CC=2)=O)[C:11]([O:13][CH3:14])=[O:12])=[CH:5][CH:4]=1.Cl.[CH2:29]([NH:31][CH2:32][CH2:33][C:34]1[N:35]=[CH:36][NH:37][CH:38]=1)[CH3:30].C(N(C(C)C)CC)(C)C.C1(C)C=CC=CC=1>CN(C=O)C>[CH2:29]([N:31]([CH2:32][CH2:33][C:34]1[N:35]=[CH:36][NH:37][CH:38]=1)[C:16](=[O:18])[NH:15][C@@H:10]([CH2:9][C:6]1[CH:5]=[CH:4][C:3]([O:2][CH3:1])=[CH:8][CH:7]=1)[C:11]([O:13][CH3:14])=[O:12])[CH3:30] |f:1.2|. The yield is 105.4%. Yields the product C(C)N(C(N[C@H](C(=O)OC)CC1=CC=C(C=C1)OC)=O)CCC=1N=CNC1 (methyl(S)-2-{3-ethyl-3-[2-(1H-imidazol-4-yl)ethyl]ureido}-3-(4-methoxyphenyl)-propionate). Conditions: temperature 80 celsius, time 5 minute. Reported procedure: 0.14 g (0.38 mmol) of methyl(S)-3-(4-methoxyphenyl)-2-(4-nitrophenoxycarbonyl-amino)propionate is diluted in 2 mL of DMF. The solution is heated to 80° C. and 0.16 g (0.76 mmol) of ethyl[2-(1H-imidazol-4-yl)ethyl]amine hydrochloride and 0.13 mL (1.3 mmol) of diisopropylethylamine are then added. After 5 minutes, the reaction medium is cooled to room temperature and stirred for 15 minutes. Toluene is added and the solvents are evaporated off. The crude product obtained is chromatographed on silic... Reactants: C1(=CC=CC=C1)NC(=S)N (phenyl thiourea), N1C=NC=C1 (imidazole), ClC1=C(C(=C(C=C1)NC(=S)NC1=C(C=CC=C1)F)O)S(=O)(=O)N(C)C (N-[4-chloro-2-hydroxy-3-(N″,N″-dimethylaminosulfonyl)phenyl]-N′-(2-fluorophenyl)thiourea), [Si](C)(C)(C(C)(C)C)Cl (tert-butyldimethylsilyl chloride). The product is FC1=C(C=CC=C1)NC(=S)NC1=C(C(=C(C=C1)Cl)S(=O)(=O)N(C)C)O[Si](C)(C)C(C)(C)C (N-(2-Fluorophenyl)-N′-[4-chloro-2-tert-butyldimethylsilyloxy-3-(N″,N″-dimethylaminosulfonyl)phenyl]thiourea). Yield: 68.5%. Reaction SMILES: C1(NC(N)=S)C=CC=CC=1.[Cl:11][C:12]1[CH:17]=[CH:16][C:15]([NH:18][C:19]([NH:21][C:22]2[CH:27]=[CH:26][CH:25]=[CH:24][C:23]=2[F:28])=[S:20])=[C:14]([OH:29])[C:13]=1[S:30]([N:33]([CH3:35])[CH3:34])(=[O:32])=[O:31].[Si:36](Cl)([C:39]([CH3:42])([CH3:41])[CH3:40])([CH3:38])[CH3:37].N1C=CN=C1>>[F:28][C:23]1[CH:24]=[CH:25][CH:26]=[CH:27][C:22]=1[NH:21][C:19]([NH:18][C:15]1[CH:16]=[CH:17][C:12]([Cl:11])=[C:13]([S:30]([N:33]([CH3:35])[CH3:34])(=[O:31])=[O:32])[C:14]=1[O:29][Si:36]([C:39]([CH3:42])([CH3:41])[CH3:40])([CH3:38])[CH3:37])=[S:20]. Procedure details: Following the general procedure for protected phenyl thiourea formation outlined in example 12, N-[4-chloro-2-hydroxy-3-(N″,N″-dimethylaminosulfonyl)phenyl]-N′-(2-fluorophenyl)thiourea (440 mg, 1.09 mmol), tert-butyldimethylsilyl chloride (817 mg, 5.45 mmol) and imidazole (148 mg, 2.18 mmol) were reacted to form the desired product (387 mg, 69%). EI-MS m/z 518.2 (M+).